This data is from the Open Reaction Database (ORD), a public repository of structured organic reaction records. The task is: describe an organic reaction: reactants, conditions, products, and yield The reactants are [BH4-], CC(C)(C)OC(=O)C1CCC(N)CC1, CO, O=Cc1ccccc1, [Mg+2], [Na+], O=S(=O)([O-])[O-], O. The product is CC(C)(C)OC(=O)C1CCC(NCc2ccccc2)CC1. Reaction SMILES: [BH4-:29].[C:1]([CH3:2])([CH3:3])([CH3:4])[O:5][C:6](=[O:7])[CH:8]1[CH2:9][CH2:10][CH:11]([NH2:14])[CH2:12][CH2:13]1.[CH3:31][OH:32].[CH:21](=[O:22])[c:23]1[cH:24][cH:25][cH:26][cH:27][cH:28]1.[Mg+2:15].[Na+:30].[O-:16][S:17]([O-:18])(=[O:19])=[O:20].[OH2:33]>>[C:1]([CH3:2])([CH3:3])([CH3:4])[O:5][C:6](=[O:7])[CH:8]1[CH2:9][CH2:10][CH:11]([NH:14][CH2:21][c:23]2[cH:24][cH:25][cH:26][cH:27][cH:28]2)[CH2:12][CH2:13]1. The yield is 66.0%. Reactants: CS(=O)(=O)C1=CC=C(CP(OCC)(OCC)=O)C=C1 (diethyl 4-methylsulfonylbenzylphosphonate), COCCOC (1,2-dimethoxyethane), ice, [H-].[Na+] (sodium hydride), CN(C)C1=C(C=O)C=CC=C1 (N,N-dimethylaminobenzaldehyde). Reported procedure: To a solution of 2.8 g (0.07 mol) of 60% sodium hydride dispersion, 7.46 g (0.05 mole) N,N-dimethylaminobenzaldehyde, and 100 mL of dry, freshly distilled 1,2-dimethoxyethane (DME) under nitrogen, at room temperature, was added 15.3 g (0.05 mole) diethyl 4-methylsulfonylbenzylphosphonate with vigorous stirring. The mixture immediately turned bright yellow. The mixture was heated at reflux for 2 hours. After cooling the very bright yellow solution was poured over 300 g of crushed ice under nitrog... Product: CN(C1=CC=C(C=C1)C=CC1=CC=C(C=C1)S(=O)(=O)C)C (4-Dimethylamino-4'-methylsulfonylstilbene). Reaction SMILES: [H-].[Na+].[CH3:3][N:4]([C:6]1[CH:13]=[CH:12][CH:11]=[CH:10][C:7]=1C=O)[CH3:5].[CH3:14][S:15]([C:18]1[CH:32]=[CH:31][C:21]([CH2:22]P(=O)(OCC)OCC)=[CH:20][CH:19]=1)(=[O:17])=[O:16].[CH3:33]OCCOC>>[CH3:5][N:4]([CH3:3])[C:6]1[CH:7]=[CH:10][C:11]([CH:33]=[CH:22][C:21]2[CH:20]=[CH:19][C:18]([S:15]([CH3:14])(=[O:16])=[O:17])=[CH:32][CH:31]=2)=[CH:12][CH:13]=1 |f:0.1|. Starting materials: C([O-])([O-])=O.[K+].[K+] (potassium carbonate), C(C1=CC=CC=C1)Cl (benzyl chloride), [I-].[K+] (potassium iodide), Cl.NC(C(=O)N1CC2=CC(=C(C=C2CC1)OC)OC)C(C)(C)C (N(2-amino-3,3-dimethylbutyryl)-6,7-dimethoxy-1,2,3,4-tetrahydroisoquinoline hydrochloride). Conditions: time 2 hour. Solvent: CN(C)C=O (DMF), C(C)(=O)OCC (ethyl acetate), CCCCCC (hexane). The yield is 59.9%. The product is C(C1=CC=CC=C1)NC(C(=O)N1CC2=CC(=C(C=C2CC1)OC)OC)C(C)(C)C (2-(Benzylamino)-1-(6,7-dimethoxy-1,2,3,4-tetrahydroisoquinolin-2-yl)-3,3-dimethylbutan-1-one). RXN SMILES: C(=O)([O-])[O-].[K+].[K+].[CH2:7](Cl)[C:8]1[CH:13]=[CH:12][CH:11]=[CH:10][CH:9]=1.[I-].[K+].Cl.[NH2:18][CH:19]([C:36]([CH3:39])([CH3:38])[CH3:37])[C:20]([N:22]1[CH2:31][CH2:30][C:29]2[C:24](=[CH:25][C:26]([O:34][CH3:35])=[C:27]([O:32][CH3:33])[CH:28]=2)[CH2:23]1)=[O:21]>C(OCC)(=O)C.CCCCCC.CN(C=O)C>[CH2:7]([NH:18][CH:19]([C:36]([CH3:39])([CH3:38])[CH3:37])[C:20]([N:22]1[CH2:31][CH2:30][C:29]2[C:24](=[CH:25][C:26]([O:34][CH3:35])=[C:27]([O:32][CH3:33])[CH:28]=2)[CH2:23]1)=[O:21])[C:8]1[CH:13]=[CH:12][CH:11]=[CH:10][CH:9]=1 |f:0.1.2,4.5,6.7|. Reported procedure: Anhydrous potassium carbonate (120 mg), benzyl chloride (20 μl, 0.174 mmol) and a catalytic amount of potassium iodide were added to a DMF (1 ml) solution of N(2-amino-3,3-dimethylbutyryl)-6,7-dimethoxy-1,2,3,4-tetrahydroisoquinoline hydrochloride (43.2 mg, 0.141 mmol) obtained in Reference example 7, and the mixture was stirred at room temperature for 2 hours. The reaction solution was diluted with a 1:1 mixture (50 ml) of ethyl acetate and hexane, and washed with water. The organic layer was d... Reactants: C(C)OC(C([C@@H](\C=C\C1=CC=C(C=C1)C)O)N(NC(=O)OC(C)(C)C)C(=O)OC(C)(C)C)=O (Di-tert-butyl 1-((3R,E)-1-ethoxy-3-hydroxy-1-oxo-5-(p-tolyl)pent-4-en-2-yl)hydrazine-1,2-dicarboxylate), [BH4-].[Na+] (NaBH4). The solvent is CO (MeOH). Yields the product OCC([C@@H](\C=C\C1=CC=C(C=C1)C)O)N(NC(=O)OC(C)(C)C)C(=O)OC(C)(C)C (Di-tert-butyl 1-((3R,E)-1,3-dihydroxy-5-(p-tolyl)pent-4-en-2-yl)hydrazine-1,2-dicarboxylate). The yield is 83.0%. Reaction SMILES: C([O:3][C:4](=O)[CH:5]([N:17]([C:26]([O:28][C:29]([CH3:32])([CH3:31])[CH3:30])=[O:27])[NH:18][C:19]([O:21][C:22]([CH3:25])([CH3:24])[CH3:23])=[O:20])[C@H:6]([OH:16])/[CH:7]=[CH:8]/[C:9]1[CH:14]=[CH:13][C:12]([CH3:15])=[CH:11][CH:10]=1)C.[BH4-].[Na+]>CO>[OH:3][CH2:4][CH:5]([N:17]([C:26]([O:28][C:29]([CH3:32])([CH3:31])[CH3:30])=[O:27])[NH:18][C:19]([O:21][C:22]([CH3:25])([CH3:23])[CH3:24])=[O:20])[C@H:6]([OH:16])/[CH:7]=[CH:8]/[C:9]1[CH:10]=[CH:11][C:12]([CH3:15])=[CH:13][CH:14]=1 |f:1.2|. Reported procedure: β-hydroxy-α-hydrazino ester (6B) (465 mg, 1.0 mmol) was added to 25 mL MeOH, then 3.0 eq of NaBH4 (114 mg, 3.0 mmol) was added every 15 min until the starting material was consumed as indicated by TLC. The reaction was quenched with saturated NH4Cl (aq.), extracted with EtOAc, and the combined extracts were washed with brine, dried over anhydrous Na2SO4, and the solvent was removed in vacuo. Purification by chromatography on silica gel to afford the desired product as a white solid (83%) (Kim et... RXN SMILES: [NH:1]1[C:9]2[C:4](=[C:5]([C:10]3[N:14]=[C:13]([C:15]4[CH:16]=[N:17][C:18]([CH2:21][CH2:22][CH3:23])=[CH:19][CH:20]=4)[O:12][N:11]=3)[CH:6]=[CH:7][CH:8]=2)[CH:3]=[CH:2]1.C(OC1C=C(C2ON=C(C3C=CC=C4C=3C=CN4)N=2)C=CC=1OCC)C>>[NH:1]1[C:9]2[C:4](=[C:5]([C:10]3[N:14]=[C:13]([C:15]4[CH:16]=[N:17][C:18]([CH2:21][CH2:22][CH3:23])=[CH:19][CH:20]=4)[O:12][N:11]=3)[CH:6]=[CH:7][CH:8]=2)[CH2:3][CH2:2]1. Starting materials: N1C=CC2=C(C=CC=C12)C1=NOC(=N1)C=1C=NC(=CC1)CCC (3-(1H-indol-4-yl)-5-(6-propylpyridin-3-yl)-1,2,4-oxadiazole), C(C)OC=1C=C(C=CC1OCC)C1=NC(=NO1)C1=C2C=CNC2=CC=C1 (5-(3,4-diethoxyphenyl)-3-(1H-indol-4-yl)-1,2,4-oxadiazole). Procedure details: When the product of Step C was substituted for 5-(3,4-diethoxyphenyl)-3-(1H-indol-4-yl)-1,2,4-oxadiazole in Example 34, Step C, the similar process afforded the title compound in 19% yield, as creamy solid. 1H-NMR (CDCl3) 1.01 (m, 3H); 1.7-1.9 (m, 2H); 2.87 (m, 2H); 3.46 (tr, 2H, J=9 Hz); 3.64 (tr, 2H, J=9 Hz); 3.9 (broad s, 1H); 6.76 (d, 1H, J=6 Hz); 7.16 (m, 1H); 7.33 (d, 1H, J=9 Hz); 7.53 (dd, 1H, J=2, 9 Hz); 8.35 (dd, 1H, 3, 9 Hz); 9.33 (d, 1H, J=3 Hz). Isolated yield 19.0%. The product is N1CCC2=C(C=CC=C12)C1=NOC(=N1)C=1C=NC(=CC1)CCC (3-(Indolin-4-yl)-5-(6-propylpyridin-3-yl)-1,2,4-oxadiazole). Reactants: BrC=1C=CC(=NC1)C1(CCC2(OCCO2)CC1)O (8-(5-Bromopyridin-2-yl)-1,4-dioxaspiro[4.5]decan-8-ol), Example 76 ( 1 ), CC1=NN(C(=C1C(=O)O)C)C1=NC=C(C=C1)C(F)(F)F (3,5-Dimethyl-1-[5-(trifluoromethyl)pyridin-2-yl]-1H-pyrazole-4-carboxylic acid). Solvent: Example 144 ( 2 ). The product is NC=1C=CC(=NC1)C1(CCC2(OCCO2)CC1)O (8-(5-Aminopyridin-2-yl)-1,4-dioxaspiro[4.5]decan-8-ol). Reaction SMILES: Br[C:2]1[CH:3]=[CH:4][C:5]([C:8]2([OH:18])[CH2:17][CH2:16][C:11]3([O:15][CH2:14][CH2:13][O:12]3)[CH2:10][CH2:9]2)=[N:6][CH:7]=1.CC1C(C(O)=O)=C(C)N(C2C=CC(C(F)(F)F)=CN=2)[N:21]=1>>[NH2:21][C:2]1[CH:3]=[CH:4][C:5]([C:8]2([OH:18])[CH2:17][CH2:16][C:11]3([O:15][CH2:14][CH2:13][O:12]3)[CH2:10][CH2:9]2)=[N:6][CH:7]=1. Reported procedure: 8-(5-Bromopyridin-2-yl)-1,4-dioxaspiro[4.5]decan-8-ol (3.0 g) described in Reference Example 76 (1) was used in place of 1-(5-bromopyridin-2-yl)-c-4-(tert-butyldimethylsilanyloxy)-r-1-cyclohexanecarbonitrile in Reference Example 144 (2) and (3), and reacted and treated in a similar manner to give the titled compound (1.28 g) as a white solid. Starting materials: [BH4-], CN, CO, CC1(C)Cc2cccc(C=O)c2O1, [Na+], O. Product: CNCc1cccc2c1OC(C)(C)C2. As a reaction SMILES: [BH4-:16].[CH3:14][NH2:15].[CH3:19][OH:20].[CH3:1][C:2]1([CH3:13])[O:3][c:4]2[c:5]([cH:7][cH:8][cH:9][c:10]2[CH:11]=[O:12])[CH2:6]1.[Na+:17].[OH2:18]>>[CH3:1][C:2]1([CH3:13])[O:3][c:4]2[c:5]([cH:7][cH:8][cH:9][c:10]2[CH2:11][NH:15][CH3:14])[CH2:6]1. The reactants are BrC=1C(=C(C=C(C1C)Cl)C(C)=O)OC (1-(3-bromo-5-chloro-2-methoxy-4-methylphenyl)ethanone), FC=1C=C(C=CC1C(=O)OC)B(O)O ([3-fluoro-4-(methoxycarbonyl)phenyl]boronic acid), O (water). Reagents/catalysts: C=1C=CC(=CC1)[P](C=2C=CC=CC2)(C=3C=CC=CC3)[Pd]([P](C=4C=CC=CC4)(C=5C=CC=CC5)C=6C=CC=CC6)([P](C=7C=CC=CC7)(C=8C=CC=CC8)C=9C=CC=CC9)[P](C=1C=CC=CC1)(C=1C=CC=CC1)C=1C=CC=CC1 (tetrakis(triphenylphosphine)palladium(0)). Solvent: O1CCOCC1 (1,4-dioxane), C([O-])([O-])=O.[Na+].[Na+] (sodium carbonate). Conditions: temperature 100 celsius. Yields the product C(C)(=O)C=1C(=C(C(=C(C1)Cl)C)C1=CC(=C(C=C1)C(=O)OC)F)OC (Methyl 3′-acetyl-5′-chloro-3-fluoro-2′-methoxy-6′-methylbiphenyl-4-carboxylat). Reaction SMILES: Br[C:2]1[C:3]([O:13][CH3:14])=[C:4]([C:10](=[O:12])[CH3:11])[CH:5]=[C:6]([Cl:9])[C:7]=1[CH3:8].[F:15][C:16]1[CH:17]=[C:18](B(O)O)[CH:19]=[CH:20][C:21]=1[C:22]([O:24][CH3:25])=[O:23].O>O1CCOCC1.C(=O)([O-])[O-].[Na+].[Na+].C1C=CC([P]([Pd]([P](C2C=CC=CC=2)(C2C=CC=CC=2)C2C=CC=CC=2)([P](C2C=CC=CC=2)(C2C=CC=CC=2)C2C=CC=CC=2)[P](C2C=CC=CC=2)(C2C=CC=CC=2)C2C=CC=CC=2)(C2C=CC=CC=2)C2C=CC=CC=2)=CC=1>[C:10]([C:4]1[C:3]([O:13][CH3:14])=[C:2]([C:18]2[CH:19]=[CH:20][C:21]([C:22]([O:24][CH3:25])=[O:23])=[C:16]([F:15])[CH:17]=2)[C:7]([CH3:8])=[C:6]([Cl:9])[CH:5]=1)(=[O:12])[CH3:11] |f:4.5.6,^1:45,47,66,85|. Reported procedure: A mixture of 1-(3-bromo-5-chloro-2-methoxy-4-methylphenyl)ethanone (1.0 g, 3.6 mmol) and [3-fluoro-4-(methoxycarbonyl)phenyl]boronic acid (0.85 g, 4.3 mmol) in 1,4-dioxane (12 mL) and 10% sodium carbonate in water (5.73 mL, 5.40 mmol) was bubbled with N2 to degas. After tetrakis(triphenylphosphine)palladium(0) (166 mg, 0.144 mmol) was added, the mixture was bubbled with N2 for 5 min. more and heated at 100° C. overnight. The mixture was cooled to room temperature and diluted with ethyl acetate. ... Reactants: Cc1cc(C)n(CC(C)C)c(=O)c1C#N, [Na+], [OH-], O, O=S(=O)(O)O. Product: Cc1cc(C)n(CC(C)C)c(=O)c1C(=O)O. RXN SMILES: [CH2:1]([CH:2]([CH3:3])[CH3:4])[n:5]1[c:6](=[O:15])[c:7]([C:13]#[N:14])[c:8]([CH3:12])[cH:9][c:10]1[CH3:11].[Na+:22].[OH-:21].[OH2:23].[S:16]([OH:17])(=[O:18])(=[O:19])[OH:20]>>[CH2:1]([CH:2]([CH3:3])[CH3:4])[n:5]1[c:6](=[O:15])[c:7]([C:13]([OH:17])=[O:21])[c:8]([CH3:12])[cH:9][c:10]1[CH3:11]. Starting materials: N1(N=CN=C1)C1=CC=C(OCC(C#N)(CC)NS(=O)(=O)CC2=CC=CC=C2)C=C1 (2-[(4-[1,2,4]Triazol-1-yl-phenoxy)-methyl]-2-benzylsulfonylamino-butyronitrile), [OH-].[K+] (potassium hydroxide), Cl (hydrogen chloride). Reagents/catalysts: [O-]O (hydro-peroxide). Solvent: O (water), O (water). Product: CC(C(=O)N)(COC1=CC=C(C=C1)N1N=CN=C1)NS(=O)(=O)CC1=CC=CC=C1 (2-Methyl-2-phenylmethanesulfonylamino-3-(4-[1,2,4]triazol-1-yl-phenoxy)-propionamide). Isolated yield 8.0%. As a reaction SMILES: [N:1]1([C:6]2[CH:29]=[CH:28][C:9]([O:10][CH2:11][C:12]([NH:17][S:18]([CH2:21][C:22]3[CH:27]=[CH:26][CH:25]=[CH:24][CH:23]=3)(=[O:20])=[O:19])([CH2:15]C)[C:13]#[N:14])=[CH:8][CH:7]=2)[CH:5]=[N:4][CH:3]=[N:2]1.[OH-:30].[K+].Cl>[O-]O.O>[CH3:15][C:12]([NH:17][S:18]([CH2:21][C:22]1[CH:27]=[CH:26][CH:25]=[CH:24][CH:23]=1)(=[O:20])=[O:19])([CH2:11][O:10][C:9]1[CH:28]=[CH:29][C:6]([N:1]2[CH:5]=[N:4][CH:3]=[N:2]2)=[CH:7][CH:8]=1)[C:13]([NH2:14])=[O:30] |f:1.2|. Procedure details: 1.98 g 2-[(4-[1,2,4]Triazol-1-yl-phenoxy)-methyl]-2-benzylsulfonylamino-butyronitrile, 1.3 g potassium hydroxide, 4 drops of hydro-peroxide (30%) in 10 ml water are stirred for 18 hours at room temperature. After addition of 60 ml water the solution is acidified to pH 2 by addition of a 2 N hydrogen chloride solution and extracted with ethyl acetate. After evaporation of the solvent the residue is subjected to flash chromatography (eluant: ethyl acetate) to give 0.160 g of the product as white c...